From a dataset of the Open Reaction Database (ORD), a public repository of structured organic reaction records. describe an organic reaction: reactants, conditions, products, and yield Starting materials: [O-]Cl=O.[Na+] (NaClO2), Cl (hydrochloric acid), C(C1=CC=CC=C1)N1C(COCC1(C)CO)=O (4-benzyl-5-(hydroxymethyl)-5-methylmorpholin-3-one), [K+].[Br-] (KBr), CC1(CCCC(N1[O])(C)C)C (2,2,6,6-tetramethylpiperidine-1-oxyl), [O-]Cl.[Na+] (NaClO). The solvent is O (water), O (water), O (water). Conditions: time 30 minute. Product: C(C1=CC=CC=C1)N1C(COCC1=O)(C(=O)O)C (4-benzyl-3-methyl-5-oxomorpholine-3-carboxylic acid). Reaction SMILES: [CH2:1]([N:8]1[C:13]([CH2:15][OH:16])([CH3:14])[CH2:12][O:11][CH2:10][C:9]1=[O:17])[C:2]1[CH:7]=[CH:6][CH:5]=[CH:4][CH:3]=1.[K+].[Br-].CC1(C)N([O])C(C)(C)CCC1.[O-]Cl.[Na+].Cl.[O-:35]Cl=O.[Na+]>O>[CH2:1]([N:8]1[C:9](=[O:17])[CH2:10][O:11][CH2:12][C:13]1([CH3:14])[C:15]([OH:35])=[O:16])[C:2]1[CH:3]=[CH:4][CH:5]=[CH:6][CH:7]=1 |f:1.2,4.5,7.8,^1:23|. Reported procedure: Combine 4-benzyl-5-(hydroxymethyl)-5-methylmorpholin-3-one (11.75 g, 0.05 mol) ethyl acetate (75 ml), and KBr in water (0.5 M, 10 ml), followed by addition of 2,2,6,6-tetramethylpiperidine-1-oxyl (0.16 g, 1 mmol). Add solution of 12% NaClO in water (39 g, 62.5 mmol) dropwise to the mixture over 30 minutes at 5° C. at pH of 8.0-10.0. After 30 minutes, adjust the pH to 5.0 by addition of 35% hydrochloric acid, followed by addition of 25% NaClO2 in water (22.7 g, 62.5 mmol) over 30 minutes. Stirrin... The reactants are CC(C)O, ClCCl, O=c1cc(I)cc[nH]1, CC(C)OC(=O)N=NC(=O)OC(C)C, c1ccc(P(c2ccccc2)c2ccccc2)cc1. Product: CC(C)Oc1cc(I)ccn1. RXN SMILES: [CH3:9][CH:10]([CH3:11])[OH:12].[Cl:46][CH2:47][Cl:48].[I:1][c:2]1[cH:3][c:4](=[O:8])[nH:5][cH:6][cH:7]1.[O:32]=[C:33]([O:34][CH:35]([CH3:36])[CH3:37])[N:38]=[N:39][C:40]([O:41][CH:42]([CH3:43])[CH3:44])=[O:45].[c:13]1([P:14]([c:15]2[cH:16][cH:17][cH:18][cH:19][cH:20]2)[c:21]2[cH:22][cH:23][cH:24][cH:25][cH:26]2)[cH:27][cH:28][cH:29][cH:30][cH:31]1>>[I:1][c:2]1[cH:3][c:4]([O:8][CH:10]([CH3:9])[CH3:11])[n:5][cH:6][cH:7]1. Starting materials: [N+](=O)([O-])C1=C2C=CC(=NC2=CC=C1)Cl (5-nitro-2-chloroquinoline), CC1=CC=C(O1)CN (5-methyl-2-furanmethanamine), FC1=CC=C(C=C1)NS(=O)(=O)Cl (4-fluoro-phenylsulfamoyl chloride). The product is CC1=CC=C(O1)CNC1=NC2=CC=CC(=C2C=C1)NS(=O)(=O)NC1=CC=C(C=C1)F (N-(2-{[(5-methyl-2-furyl)methyl]amino}quinolin-5-yl)-N′-(4-fluorophenyl)sulfamide). As a reaction SMILES: [N+:1]([C:4]1[CH:13]=[CH:12][CH:11]=[C:10]2[C:5]=1[CH:6]=[CH:7][C:8](Cl)=[N:9]2)([O-])=O.[CH3:15][C:16]1[O:20][C:19]([CH2:21][NH2:22])=[CH:18][CH:17]=1.[F:23][C:24]1[CH:29]=[CH:28][C:27]([NH:30][S:31](Cl)(=[O:33])=[O:32])=[CH:26][CH:25]=1>>[CH3:15][C:16]1[O:20][C:19]([CH2:21][NH:22][C:8]2[CH:7]=[CH:6][C:5]3[C:10](=[CH:11][CH:12]=[CH:13][C:4]=3[NH:1][S:31]([NH:30][C:27]3[CH:26]=[CH:25][C:24]([F:23])=[CH:29][CH:28]=3)(=[O:32])=[O:33])[N:9]=2)=[CH:18][CH:17]=1. Procedure: The title compound, MS: m/e=427.3 (M+H+), was prepared in accordance with the general method of example 58 from 5-nitro-2-chloroquinoline, 5-methyl-2-furanmethanamine and 4-fluoro-phenylsulfamoyl chloride. Reactants: C(C)(=O)OCC (Ethyl acetate), BrC1=CC=C(C=C1)C(F)(F)F (4-bromobenzotrifluoride), N1(CCNCC1)C(=O)OC(C)(C)C (tert-butyl piperazine-1-carboxylate), CC(C)([O-])C.[Na+] (sodium tert-butoxide). The reagents and catalysts are C=1C=CC(=CC1)/C=C/C(=O)/C=C/C2=CC=CC=C2.C=1C=CC(=CC1)/C=C/C(=O)/C=C/C2=CC=CC=C2.[Pd] (bis(dibenzylideneacetone)palladium), C1(=C(C=CC=C1)P(C1=C(C=CC=C1)C)C1=C(C=CC=C1)C)C (tri-o-tolylphosphine). The solvent is O (water), C1(=CC=CC=C1)C (toluene). The product is FC(C1=CC=C(C=C1)N1CCN(CC1)C(=O)OC(C)(C)C)(F)F (tert-butyl 4-(4-trifluoromethylphenyl)-piperazine-1-carboxylate). The yield is 86.5%. RXN SMILES: Br[C:2]1[CH:7]=[CH:6][C:5]([C:8]([F:11])([F:10])[F:9])=[CH:4][CH:3]=1.[N:12]1([C:18]([O:20][C:21]([CH3:24])([CH3:23])[CH3:22])=[O:19])[CH2:17][CH2:16][NH:15][CH2:14][CH2:13]1.CC(C)([O-])C.[Na+].C(OCC)(=O)C>C1(C)C=CC=CC=1.C1C=CC(/C=C/C(/C=C/C2C=CC=CC=2)=O)=CC=1.C1C=CC(/C=C/C(/C=C/C2C=CC=CC=2)=O)=CC=1.[Pd].C1(C)C=CC=CC=1P(C1C=CC=CC=1C)C1C=CC=CC=1C.O>[F:9][C:8]([F:11])([F:10])[C:5]1[CH:6]=[CH:7][C:2]([N:15]2[CH2:14][CH2:13][N:12]([C:18]([O:20][C:21]([CH3:24])([CH3:23])[CH3:22])=[O:19])[CH2:17][CH2:16]2)=[CH:3][CH:4]=1 |f:2.3,6.7.8|. Procedure: A mixture of 4-bromobenzotrifluoride (3.0 g, 13.3 mmol), tert-butyl piperazine-1-carboxylate (2.9 g, 15.3 mmol), bis(dibenzylideneacetone)palladium (306 mg, 0.53 mmol), tri-o-tolylphosphine (162 mg, 0.53 mmol), and sodium tert-butoxide (2.2 g, 22.7 mmol) in toluene (60 ml) was refluxed under a nitrogen atmosphere for 4 hours. Ethyl acetate and water were added to the reaction mixture, which was stirred for a while, and the insoluble substances were removed by filtration through Celite, and the f... The reactants are CCOC(=O)C(C)(C)CCCCC(c1ccccc1Cl)N1CCc2sccc2C1, CCO, [K+], [OH-], O. Yields the product CC(C)(CCCCC(c1ccccc1Cl)N1CCc2sccc2C1)C(=O)O. As a reaction SMILES: [CH2:1]([CH3:2])[O:3][C:4]([C:5]([CH2:6][CH2:7][CH2:8][CH2:9][CH:10]([N:11]1[CH2:12][c:13]2[c:14]([s:17][cH:18][cH:19]2)[CH2:15][CH2:16]1)[c:20]1[c:21]([Cl:26])[cH:22][cH:23][cH:24][cH:25]1)([CH3:27])[CH3:28])=[O:29].[CH3:33][CH2:34][OH:35].[K+:32].[OH-:31].[OH2:30]>>[O:3]=[C:4]([C:5]([CH2:6][CH2:7][CH2:8][CH2:9][CH:10]([N:11]1[CH2:12][c:13]2[c:14]([s:17][cH:18][cH:19]2)[CH2:15][CH2:16]1)[c:20]1[c:21]([Cl:26])[cH:22][cH:23][cH:24][cH:25]1)([CH3:27])[CH3:28])[OH:29]. Reactants: Cl.N1C(OC2(C3=C1N=CC=C3)CCNCC2)=O (spiro[piperidin-4,4′-pyrido[2,3-d][1,3]oxazin]-2′(1′H)-one hydrochloride), ClC1=CC(=NC=N1)OC=1C=C(C2=C(NC(=N2)[C@H]2OCCC2)C1)C ((S)-6-(6-chloropyrimidin-4-yloxy)-4-methyl-2-(tetrahydrofuran-2-yl)-1H-benzo[d]imidazole), CCN(C(C)C)C(C)C (DIPEA). Solvent: CN(C)C=O (DMF). The product is CC1=CC(=CC=2NC(=NC21)[C@H]2OCCC2)OC2=CC(=NC=N2)N2CCC1(C3=C(NC(O1)=O)N=CC=C3)CC2 ((S)-1-(6-(4-methyl-2-(tetrahydrofuran-2-yl)-1H-benzo[d]imidazol-6-yloxy)pyrimidin-4-yl)-spiro[piperidin-4,4′-pyrido[2,3-d][1,3]oxazin]-2′(1′H)-one). Reaction SMILES: Cl.[NH:2]1[C:7]2[N:8]=[CH:9][CH:10]=[CH:11][C:6]=2[C:5]2([CH2:16][CH2:15][NH:14][CH2:13][CH2:12]2)[O:4][C:3]1=[O:17].Cl[C:19]1[N:24]=[CH:23][N:22]=[C:21]([O:25][C:26]2[CH:27]=[C:28]([CH3:40])[C:29]3[N:33]=[C:32]([C@@H:34]4[CH2:38][CH2:37][CH2:36][O:35]4)[NH:31][C:30]=3[CH:39]=2)[CH:20]=1.CCN(C(C)C)C(C)C>CN(C=O)C>[CH3:40][C:28]1[C:29]2[N:33]=[C:32]([C@@H:34]3[CH2:38][CH2:37][CH2:36][O:35]3)[NH:31][C:30]=2[CH:39]=[C:26]([O:25][C:21]2[N:22]=[CH:23][N:24]=[C:19]([N:14]3[CH2:13][CH2:12][C:5]4([O:4][C:3](=[O:17])[NH:2][C:7]5[N:8]=[CH:9][CH:10]=[CH:11][C:6]4=5)[CH2:16][CH2:15]3)[CH:20]=2)[CH:27]=1 |f:0.1|. Procedure: 59 mg (0.23 mmol) spiro[piperidin-4,4′-pyrido[2,3-d][1,3]oxazin]-2′(1′H)-one hydrochloride, 70 mg (0.21 mmol) (S)-6-(6-chloropyrimidin-4-yloxy)-4-methyl-2-(tetrahydrofuran-2-yl)-1H-benzo[d]imidazole and 0.12 mL (0.70 mmol) DIPEA in 2.0 mL DMF were stirred overnight at 40° C. The reaction mixture was purified by preparative HPLC-MS. The fractions containing product were partially evaporated down i.vac. and neutralised with 4M sodium hydroxide solution. The precipitate formed was suction filtered,...